From a dataset of the Open Reaction Database (ORD), a public repository of structured organic reaction records. describe an organic reaction: reactants, conditions, products, and yield Reactants: BrCCCCCN(C(=O)NC1=C(C=C(C=C1)F)F)CCCCCCC (N-(5-bromopentyl)-N-heptyl-N'-(2,4-difluorophenyl)urea), SC=1NC=2C(=NC=CC2)N1 (2-mercaptoimidazo[4,5-b]-pyridine), [I-].[Na+] (sodium iodide), C([O-])([O-])=O.[K+].[K+] (potassium carbonate). The solvent is CN(C=O)C (N,N-dimethylformamide), CN(C=O)C (N,N-dimethylformamide), C(C)(=O)OCC (ethyl acetate). Conditions: temperature 60 celsius, time 8 hour. Yields the product FC1=C(C=CC(=C1)F)NC(N(CCCCCSC1=NC=2C(=NC=CC2)N1)CCCCCCC)=O (2,4-difluorophenyl-N-heptyl-N-[5(3 H-imidazo[4,5-b]pyridin-2-ylthio)pentyl]urea). The yield is 100.0%. Reaction SMILES: [SH:1][C:2]1[NH:3][C:4]2[C:5]([N:10]=1)=[N:6][CH:7]=[CH:8][CH:9]=2.[I-].[Na+].C(=O)([O-])[O-].[K+].[K+].Br[CH2:20][CH2:21][CH2:22][CH2:23][CH2:24][N:25]([CH2:37][CH2:38][CH2:39][CH2:40][CH2:41][CH2:42][CH3:43])[C:26]([NH:28][C:29]1[CH:34]=[CH:33][C:32]([F:35])=[CH:31][C:30]=1[F:36])=[O:27]>CN(C)C=O.C(OCC)(=O)C>[F:36][C:30]1[CH:31]=[C:32]([F:35])[CH:33]=[CH:34][C:29]=1[NH:28][C:26](=[O:27])[N:25]([CH2:37][CH2:38][CH2:39][CH2:40][CH2:41][CH2:42][CH3:43])[CH2:24][CH2:23][CH2:22][CH2:21][CH2:20][S:1][C:2]1[NH:10][C:5]2=[N:6][CH:7]=[CH:8][CH:9]=[C:4]2[N:3]=1 |f:1.2,3.4.5|. Reported procedure: Part B. A 100 mL flask was charged with 2-mercaptoimidazo[4,5-b]-pyridine (0.65 g, 0.0043 mol), sodium iodide (0.129 g, 0.00086 mol), and potassium carbonate (0.789 g, 0.00571 mol) in N,N-dimethylformamide (15 mL). A solution of N-(5-bromopentyl)-N-heptyl-N'-(2,4-difluorophenyl)urea (2.34 g, 0.00558 mol) in N,N-dimethylformamide (20 mL) was added and the mixture was heated to 60° C. under nitrogen atmosphere for 18 hours, then cooled and poured into ethyl acetate (100 mL). The ethyl acetate solu... The reactants are ICCC (1-iodo-propane), C(=O)([O-])[O-].[K+].[K+] (K2CO3), BrC=1C=C2/C(/C(NC(C2=CC1)=O)=O)=C/NCC1=CC(=CC(=C1)O)O ((4Z)-6-bromo-4-{[(3,5-dihydroxybenzyl)amino]methylene}isoquinoline-1,3(2H,4H)-dione). The solvent is CN(C=O)C (N,N-dimethylformamide). Conditions: temperature 100 celsius. Product: BrC=1C=C2C(C(NC(C2=CC1)=O)=O)=CNCC1=CC(=CC(=C1)OCCC)O (6-Bromo-4-{[(3-hydroxy-5-propoxybenzyl)amino]methylene}isoquinoline-1,3(2H,4H)-dione). The yield is 34.4%. RXN SMILES: [Br:1][C:2]1[CH:3]=[C:4]2[C:9](=[CH:10][CH:11]=1)[C:8](=[O:12])[NH:7][C:6](=[O:13])/[C:5]/2=[CH:14]\[NH:15][CH2:16][C:17]1[CH:22]=[C:21]([OH:23])[CH:20]=[C:19]([OH:24])[CH:18]=1.I[CH2:26][CH2:27][CH3:28].C([O-])([O-])=O.[K+].[K+]>CN(C)C=O>[Br:1][C:2]1[CH:3]=[C:4]2[C:9](=[CH:10][CH:11]=1)[C:8](=[O:12])[NH:7][C:6](=[O:13])[C:5]2=[CH:14][NH:15][CH2:16][C:17]1[CH:18]=[C:19]([O:24][CH2:26][CH2:27][CH3:28])[CH:20]=[C:21]([OH:23])[CH:22]=1 |f:2.3.4|. Procedure: (4Z)-6-bromo-4-{[(3,5-dihydroxybenzyl)amino]methylene}isoquinoline-1,3(2H,4H)-dione (50 mg, 0.128 mmol) is dissolved in 1 mL N,N-dimethylformamide (DMF) (1 mL). To the resulting solution is added 1-iodo-propane (25 μL, 0.256 mmol) and K2CO3 (53 mg, 0.384 mmol). The reaction mixture is heated at 100° C. for 2 hours. The solid is filtered and purified by HPLC eluting with 20% CH3CN/H2O to 100% CH3CN over 30 minutes to give 19 mg (34%) of the title compound as a tan powder. MS (ESI) m/z 431.1(M+H)+ Starting materials: C(C)(=O)ON1C(C(C2=CC=C(C=C12)[N+](=O)[O-])=C(C1=CC=CC=C1)OCC)=O (1-acetoxy-3-(1-ethoxy-1-phenyl-methylidene)-6-nitro-2-indolinone), NC1=CC=C(C(=O)OC)C=C1 (methyl 4-aminobenzoate). Product: C(C)(=O)ON1C(\C(\C2=CC=C(C=C12)[N+](=O)[O-])=C(\C1=CC=CC=C1)/NC1=CC=C(C=C1)C(=O)OC)=O (1-acetoxy-3-(Z)-[1-(4-methoxycarbonyl-anilino)-1-phenyl-methylidene]-6-nitro-2-indolinone). Reaction SMILES: [C:1]([O:4][N:5]1[C:13]2[C:8](=[CH:9][CH:10]=[C:11]([N+:14]([O-:16])=[O:15])[CH:12]=2)[C:7](=[C:17](OCC)[C:18]2[CH:23]=[CH:22][CH:21]=[CH:20][CH:19]=2)[C:6]1=[O:27])(=[O:3])[CH3:2].[NH2:28][C:29]1[CH:38]=[CH:37][C:32]([C:33]([O:35][CH3:36])=[O:34])=[CH:31][CH:30]=1>>[C:1]([O:4][N:5]1[C:13]2[C:8](=[CH:9][CH:10]=[C:11]([N+:14]([O-:16])=[O:15])[CH:12]=2)/[C:7](=[C:17](/[NH:28][C:29]2[CH:30]=[CH:31][C:32]([C:33]([O:35][CH3:36])=[O:34])=[CH:37][CH:38]=2)\[C:18]2[CH:23]=[CH:22][CH:21]=[CH:20][CH:19]=2)/[C:6]1=[O:27])(=[O:3])[CH3:2]. Reported procedure: Prepared from 1-acetoxy-3-(1-ethoxy-1-phenyl-methylidene)-6-nitro-2-indolinone and methyl 4-aminobenzoate without subsequent hydrogenation Starting materials: CC(=O)OC(C)=O, CSc1ccc2c(c1)C(CCN)CCC2, Cl, Cl, c1ccncc1. Product: CSc1ccc2c(c1)C(CCNC(C)=O)CCC2. RXN SMILES: [CH3:17][C:18](=[O:19])[O:20][C:21](=[O:22])[CH3:23].[CH3:2][S:3][c:4]1[cH:5][cH:6][c:7]2[c:12]([cH:13]1)[CH:11]([CH2:14][CH2:15][NH2:16])[CH2:10][CH2:9][CH2:8]2.[ClH:1].[ClH:24].[cH:25]1[cH:26][cH:27][n:28][cH:29][cH:30]1>>[CH3:2][S:3][c:4]1[cH:5][cH:6][c:7]2[c:12]([cH:13]1)[CH:11]([CH2:14][CH2:15][NH:16][C:18]([CH3:17])=[O:19])[CH2:10][CH2:9][CH2:8]2.